From a dataset of the Open Reaction Database (ORD), a public repository of structured organic reaction records. describe an organic reaction: reactants, conditions, products, and yield Reactants: [OH-].[Na+] (sodium hydroxide), CC1CC(CC(C1)(C2=CC=C(C=C2)O)C3=CC=C(C=C3)O)(C)C (BPTMC). Run at temperature 95 celsius. Product: CC1CC(CC(C1)(C2=CC=C(C=C2)O)C3=CC=C(C=C3)O)(C)C.C1(=CC=CC=C1)O (BPTMC phenol). As a reaction SMILES: [OH-].[Na+].[CH3:3][CH:4]1[CH2:9][C:8]([C:17]2[CH:22]=[CH:21][C:20]([OH:23])=[CH:19][CH:18]=2)([C:10]2[CH:15]=[CH:14][C:13]([OH:16])=[CH:12][CH:11]=2)[CH2:7][C:6]([CH3:25])([CH3:24])[CH2:5]1>>[CH3:3][CH:4]1[CH2:9][C:8]([C:10]2[CH:11]=[CH:12][C:13]([OH:16])=[CH:14][CH:15]=2)([C:17]2[CH:22]=[CH:21][C:20]([OH:23])=[CH:19][CH:18]=2)[CH2:7][C:6]([CH3:24])([CH3:25])[CH2:5]1.[C:13]1([OH:16])[CH:14]=[CH:15][CH:10]=[CH:11][CH:12]=1 |f:0.1,3.4|. Reported procedure: The reaction was carried out as described in Reference Example 1 and the reaction mixture obtained after completion of the reaction was neutralized at pH 6.5 by adding an 18% aqueous sodium hydroxide solution while maintaining the temperature at 40–50° C. Next, the temperature of the reaction mixture thus neutralized was raised to 95° C. to dissolve the generated BPTMC adduct crystals, after which the resulting water phase was removed by separation, and the temperature of the oil phase obtained ...